This data is from the Open Reaction Database (ORD), a public repository of structured organic reaction records. The task is: describe an organic reaction: reactants, conditions, products, and yield The reactants are FC1=CC=CC(=N1)C1=NN(C2=CN=C(C=C21)C=2C=NN(C2)C)C2OCCCC2 (3-(6-fluoropyridin-2-yl)-5-(1-methyl-1H-pyrazol-4-yl)-1-(tetrahydro-2H-pyran-2-yl)-1H-pyrazolo[3,4-c]pyridine), N1CC[C@@H](CCC1)NC(OCC1=CC=CC=C1)=O ((R)-benzyl azepan-4-ylcarbamate). The product is CN1N=CC(=C1)C=1C=C2C(=CN1)N(N=C2C2=CC=CC(=N2)N2CC[C@@H](CCC2)NC(OCC2=CC=CC=C2)=O)C2OCCCC2 (benzyl (4R)-1-(6-(5-(1-methyl-1H-pyrazol-4-yl)-1-(tetrahydro-2H-pyran-2-yl)-1H-pyrazolo[3,4-c]pyridin-3-yl)pyridin-2-yl)azepan-4-ylcarbamate). Isolated yield 90.5%. As a reaction SMILES: F[C:2]1[N:7]=[C:6]([C:8]2[C:16]3[C:11](=[CH:12][N:13]=[C:14]([C:17]4[CH:18]=[N:19][N:20]([CH3:22])[CH:21]=4)[CH:15]=3)[N:10]([CH:23]3[CH2:28][CH2:27][CH2:26][CH2:25][O:24]3)[N:9]=2)[CH:5]=[CH:4][CH:3]=1.[NH:29]1[CH2:35][CH2:34][CH2:33][C@@H:32]([NH:36][C:37](=[O:46])[O:38][CH2:39][C:40]2[CH:45]=[CH:44][CH:43]=[CH:42][CH:41]=2)[CH2:31][CH2:30]1>>[CH3:22][N:20]1[CH:21]=[C:17]([C:14]2[CH:15]=[C:16]3[C:8]([C:6]4[N:7]=[C:2]([N:29]5[CH2:35][CH2:34][CH2:33][C@@H:32]([NH:36][C:37](=[O:46])[O:38][CH2:39][C:40]6[CH:41]=[CH:42][CH:43]=[CH:44][CH:45]=6)[CH2:31][CH2:30]5)[CH:3]=[CH:4][CH:5]=4)=[N:9][N:10]([CH:23]4[CH2:28][CH2:27][CH2:26][CH2:25][O:24]4)[C:11]3=[CH:12][N:13]=2)[CH:18]=[N:19]1. Reported procedure: Following the procedure of Example 189, 3-(6-fluoropyridin-2-yl)-5-(1-methyl-1H-pyrazol-4-yl)-1-(tetrahydro-2H-pyran-2-yl)-1H-pyrazolo[3,4-c]pyridine and (R)-benzyl azepan-4-ylcarbamate were reacted to give benzyl (4R)-1-(6-(5-(1-methyl-1H-pyrazol-4-yl)-1-(tetrahydro-2H-pyran-2-yl)-1H-pyrazolo[3,4-c]pyridin-3-yl)pyridin-2-yl)azepan-4-ylcarbamate as a solid (90.5%). LC/MS: m/z 607.3 [M+1]. The reactants are C1(=CC=CC=C1)C(C=1C=CC(NN1)=O)C1=CC=CC=C1 (6-(diphenylmethyl)pyridazin-3(2H)-one), [H-].[Li+] (LiH), CS(=O)(=O)OCC=1C=C(C=CC1)C1=CC(=CC=C1)OCC(=O)OCC (ethyl [(3′-{[(methylsulfonyl) oxy]methyl}biphenyl-3-yl)oxy]acetate), [I-].[K+] (potassium iodide). The solvent is CN(C)C=O (DMF), CN(C)C=O (DMF). Run at time 5 hour. The product is C1(=CC=CC=C1)C(C1=NN(C(C=C1)=O)CC=1C=C(C=CC1)C1=CC(=CC=C1)OCC(=O)OCC)C1=CC=CC=C1 (ethyl [(3′-{[3-(diphenylmethyl)-6-oxopyridazin-1(6H)-yl]methyl}biphenyl-3-yl)oxy]acetate). Yield: 95.1%. RXN SMILES: [C:1]1([CH:7]([C:15]2[CH:20]=[CH:19][CH:18]=[CH:17][CH:16]=2)[C:8]2[CH:9]=[CH:10][C:11](=[O:14])[NH:12][N:13]=2)[CH:6]=[CH:5][CH:4]=[CH:3][CH:2]=1.[H-].[Li+].CS(O[CH2:28][C:29]1[CH:30]=[C:31]([C:35]2[CH:40]=[CH:39][CH:38]=[C:37]([O:41][CH2:42][C:43]([O:45][CH2:46][CH3:47])=[O:44])[CH:36]=2)[CH:32]=[CH:33][CH:34]=1)(=O)=O.[I-].[K+]>CN(C=O)C>[C:15]1([CH:7]([C:1]2[CH:2]=[CH:3][CH:4]=[CH:5][CH:6]=2)[C:8]2[CH:9]=[CH:10][C:11](=[O:14])[N:12]([CH2:28][C:29]3[CH:30]=[C:31]([C:35]4[CH:40]=[CH:39][CH:38]=[C:37]([O:41][CH2:42][C:43]([O:45][CH2:46][CH3:47])=[O:44])[CH:36]=4)[CH:32]=[CH:33][CH:34]=3)[N:13]=2)[CH:16]=[CH:17][CH:18]=[CH:19][CH:20]=1 |f:1.2,4.5|. Procedure details: To a solution of 6-(diphenylmethyl)pyridazin-3(2H)-one (97.2 mg) in DMF (2.7 mL) was added LiH (5.89 mg) at ambient temperature. After 5-minutes, ethyl [(3′-{[(methylsulfonyl) oxy]methyl}biphenyl-3-yl)oxy]acetate (135 mg) in DMF (1 mL) and potassium iodide (12.3 mg) were added to the solution at ambient temperature and stirred for 5 hours. The resulting mixture was quenched with 1M HCl aqueous solution and diluted with EtOAc. The organic layer was washed successively with water and brine, dried ... Reactants: hydrochloride salt, C(C)(=O)OCCC=1SC=C(C1)CCOS(=O)(=O)C (2-(4-(2-(methylsulfonyloxy)ethyl)thiophen-2-yl)ethyl acetate), C(C)(=O)OCCC=1SC=C(C1)CCOS(=O)(=O)C (2-(4-(2-(methylsulfonyloxy)ethyl)thiophen-2-yl)ethyl acetate), C(C)(C)C=1SC=C(N1)C(=O)N1CCOC2(C1)CCNCC2 ((2-isopropylthiazol-4-yl)(1-oxa-4,9-diazaspiro[5.5]undecan-4-yl)methanone), FC(C(=O)[O-])(F)F (trifluoroacetate). Yields the product C(C)(=O)OCCC=1SC=C(C1)CCN1CCC2(CN(CCO2)C(=O)C=2N=C(SC2)C(C)C)CC1 (2-(4-(2-(4-(2-Isopropylthiazole-4-carbonyl)-1-oxa-4,9-diazaspiro[5.5]undecan-9-yl)ethyl)thiophen-2-yl)ethyl acetate). As a reaction SMILES: [CH:1]([C:4]1[S:5][CH:6]=[C:7]([C:9]([N:11]2[CH2:16][C:15]3([CH2:21][CH2:20][NH:19][CH2:18][CH2:17]3)[O:14][CH2:13][CH2:12]2)=[O:10])[N:8]=1)([CH3:3])[CH3:2].FC(F)(F)C([O-])=O.[C:29]([O:32][CH2:33][CH2:34][C:35]1[S:36][CH:37]=[C:38]([CH2:40][CH2:41]OS(C)(=O)=O)[CH:39]=1)(=[O:31])[CH3:30]>>[C:29]([O:32][CH2:33][CH2:34][C:35]1[S:36][CH:37]=[C:38]([CH2:40][CH2:41][N:19]2[CH2:18][CH2:17][C:15]3([O:14][CH2:13][CH2:12][N:11]([C:9]([C:7]4[N:8]=[C:4]([CH:1]([CH3:3])[CH3:2])[S:5][CH:6]=4)=[O:10])[CH2:16]3)[CH2:21][CH2:20]2)[CH:39]=1)(=[O:31])[CH3:30]. Procedure details: Prepared by the method of Example 1, step c using the hydrochloride salt of (2-isopropylthiazol-4-yl)(1-oxa-4,9-diazaspiro[5.5]undecan-4-yl)methanone [Example 27, step a] (1 g) in place of its trifluoroacetate salt, and 2-(4-(2-(methylsulfonyloxy)ethyl)thiophen-2-yl)ethyl acetate [Aromatic Intermediate 21] (0.8 g) in place of 4-(2-hydroxyethyl)phenethyl methanesulfonate. Yield 1 g.